This data is from the Open Reaction Database (ORD), a public repository of structured organic reaction records. The task is: describe an organic reaction: reactants, conditions, products, and yield Starting materials: C1CCOC1, COC(=O)c1cc(-c2ncccc2OC)cc(-n2cnnn2)c1, CO, [Li+], [OH-], O. The product is COc1cccnc1-c1cc(C(=O)O)cc(-n2cnnn2)c1. RXN SMILES: [CH2:24]1[O:25][CH2:26][CH2:27][CH2:28]1.[CH3:1][O:2][C:3]([c:4]1[cH:5][c:6](-[c:15]2[n:16][cH:17][cH:18][cH:19][c:20]2[O:21][CH3:22])[cH:7][c:8](-[n:10]2[n:11][n:12][n:13][cH:14]2)[cH:9]1)=[O:23].[CH3:32][OH:33].[Li+:30].[OH-:29].[OH2:31]>>[O:2]=[C:3]([c:4]1[cH:5][c:6](-[c:15]2[n:16][cH:17][cH:18][cH:19][c:20]2[O:21][CH3:22])[cH:7][c:8](-[n:10]2[n:11][n:12][n:13][cH:14]2)[cH:9]1)[OH:23]. The reactants are C1(CCCCC1)N=C=NC1CCCCC1 (1,3-dicyclohexylcarbodiimide), FC=1C=C(C=CC1N1CCNCC1)N1C(O[C@H](C1)CNC(C)=O)=O ((S)-N-[[3-[3-fluoro-4-(1-piperazinyl)phenyl]-2-oxo-5-oxazolidinyl]methyl]acetamide), N1(CCOCC1)CCC(=O)O (3-(4-Morpholinyl)propionic acid), N1CCOCC1 (morpholine), C(C=C)(=O)OCC (ethyl acrylate). Reagents/catalysts: CN(C1=CC=NC=C1)C (4-(dimethylamino)pyridine). Run in O1CCCC1.ClCCl (tetrahydrofuran dichloromethane), C(C)O (ethanol). Product: FC=1C=C(C=CC1N1CCN(CC1)C(CCN1CCOCC1)=O)N1C(O[C@H](C1)CNC(C)=O)=O ((S)-N-[[3-[3-fluoro-4-[4-[3-(4-morpholinyl)-1-oxopropyl]-1-piperazinyl]phenyl]-2-oxo-5-oxazolidinyl]methyl]acetamide). Yield: 88.9%. RXN SMILES: [N:1]1([CH2:7][CH2:8][C:9]([OH:11])=O)[CH2:6][CH2:5][O:4][CH2:3][CH2:2]1.N1CCOCC1.C(OCC)(=O)C=C.C1(N=C=NC2CCCCC2)CCCCC1.[F:40][C:41]1[CH:42]=[C:43]([N:53]2[CH2:57][C@H:56]([CH2:58][NH:59][C:60](=[O:62])[CH3:61])[O:55][C:54]2=[O:63])[CH:44]=[CH:45][C:46]=1[N:47]1[CH2:52][CH2:51][NH:50][CH2:49][CH2:48]1>CN(C)C1C=CN=CC=1.O1CCCC1.ClCCl.C(O)C>[F:40][C:41]1[CH:42]=[C:43]([N:53]2[CH2:57][C@H:56]([CH2:58][NH:59][C:60](=[O:62])[CH3:61])[O:55][C:54]2=[O:63])[CH:44]=[CH:45][C:46]=1[N:47]1[CH2:52][CH2:51][N:50]([C:9](=[O:11])[CH2:8][CH2:7][N:1]2[CH2:2][CH2:3][O:4][CH2:5][CH2:6]2)[CH2:49][CH2:48]1 |f:6.7|. Procedure: 3-(4-Morpholinyl)propionic acid (0.600 g, 2.11 mmol), prepared by condensation of morpholine with ethyl acrylate (3 equivalents) in refluxing ethanol, followed by distillation, saponification (1N aqueous sodium hydroxide, tetrahydrofuran, reflux), neutralization (1N HCl) and lyophilization, was combined with 1,3-dicyclohexylcarbodiimide (0.434 g, 2.11 mmol), 4-(dimethylamino)pyridine (13 mg, 0.11 mmol), (S)-N-[[3-[3-fluoro-4-(1-piperazinyl)phenyl]-2-oxo-5-oxazolidinyl]methyl]acetamide (0.354 g, ... Starting materials: C(C)(C)(C)[SiH2]OC(C1(CCCC1)CO)(C)C ([1-(tert-butyl-dimethyl-silanyloxymethyl)-cyclopentyl]-methanol), CC(=O)OI1(C=2C=CC=CC2C(=O)O1)(OC(=O)C)OC(=O)C (Dess-Martin reagent). The solvent is C(Cl)Cl (DCM). Reaction conditions: time 4 hour. The product is C(C)(C)(C)[SiH2]OC(C1(CCCC1)C=O)(C)C (1-(tert-butyl-dimethyl-silanyloxymethyl)-cyclopentanecarbaldehyde). Isolated yield 68.6%. Reaction SMILES: [C:1]([SiH2:5][O:6][C:7]([CH3:16])([CH3:15])[C:8]1([CH2:13][OH:14])[CH2:12][CH2:11][CH2:10][CH2:9]1)([CH3:4])([CH3:3])[CH3:2].CC(OI1(OC(C)=O)(OC(C)=O)OC(=O)C2C=CC=CC1=2)=O>C(Cl)Cl>[C:1]([SiH2:5][O:6][C:7]([CH3:16])([CH3:15])[C:8]1([CH:13]=[O:14])[CH2:9][CH2:10][CH2:11][CH2:12]1)([CH3:4])([CH3:3])[CH3:2]. Procedure details: [1-(tert-butyl-dimethyl-silanyloxymethyl)-cyclopentyl]-methanol (1.1 g, 4.51 mmol) was dissolved in DCM (30 ml) and Dess-Martin reagent (3.82 g, 9.0 mmol) was added in portions. The reaction mixture was stirred at room temperature for 4 hr and filtered. The filtrate was concentrated in vacuo and purified by silica gel chromatography (eluted with hexanes:EtOAc, 10:1) to afford the title compound (0.75 g, 64%): 1H NMR (400 MHz, DMSO) delta 0.00 (s, 6H), 0.84 (s, 9H), 1.28-1.31 (m, 4H), 1.46-1.50 (... The reactants are NNC(=O)c1cccnc1, C=CCN=C=O, CO. Product: C=CCNC(=O)NNC(=O)c1cccnc1. As a reaction SMILES: [C:7]([c:8]1[cH:9][n:10][cH:11][cH:12][cH:13]1)(=[O:14])[NH:15][NH2:16].[CH2:1]([CH:2]=[CH2:3])[N:4]=[C:5]=[O:6].[CH3:17][OH:18]>>[CH2:1]([CH:2]=[CH2:3])[NH:4][C:5](=[O:6])[NH:16][NH:15][C:7]([c:8]1[cH:9][n:10][cH:11][cH:12][cH:13]1)=[O:14]. The reactants are CC1=C(C=C(C=N1)C=1C=NN(C1)C1CCN(CC1)C(=O)OC(C)(C)C)[N+](=O)[O-] (tert-butyl 4-[4-(6-methyl-5-nitropyridin-3-yl)-1H-pyrazol-1-yl]piperidine-1-carboxylate), N—N-dimethylformamide-dimethylacetal. Run in CN(C)C=O (DMF). The product is CN(/C=C/C1=C(C=C(C=N1)C=1C=NN(C1)C1CCN(CC1)C(=O)OC(C)(C)C)[N+](=O)[O-])C (tert-butyl 4-(4-{6-[(E)-2-(dimethylamino)ethenyl]-5-nitropyridin-3-yl}-1H-pyrazol-1-yl)piperidine-1-carboxylate). The yield is 204.7%. Reaction SMILES: [CH3:1][C:2]1[N:7]=[CH:6][C:5]([C:8]2[CH:9]=[N:10][N:11]([CH:13]3[CH2:18][CH2:17][N:16]([C:19]([O:21][C:22]([CH3:25])([CH3:24])[CH3:23])=[O:20])[CH2:15][CH2:14]3)[CH:12]=2)=[CH:4][C:3]=1[N+:26]([O-:28])=[O:27]>CN(C=O)C>[CH3:15][N:16]([CH3:19])/[CH:17]=[CH:1]/[C:2]1[N:7]=[CH:6][C:5]([C:8]2[CH:9]=[N:10][N:11]([CH:13]3[CH2:18][CH2:17][N:16]([C:19]([O:21][C:22]([CH3:25])([CH3:23])[CH3:24])=[O:20])[CH2:15][CH2:14]3)[CH:12]=2)=[CH:4][C:3]=1[N+:26]([O-:28])=[O:27]. Procedure: A solution of tert-butyl 4-[4-(6-methyl-5-nitropyridin-3-yl)-1H-pyrazol-1-yl]piperidine-1-carboxylate (7.7 g) and N—N-dimethylformamide-dimethylacetal (DMF-DMA) (10g) in 50 ml of DMF was heated at 90° C. overnight and cooled to room temperature. The solvent was evaporated and the residue dissolved in DCM, which was washed with sat. NaHCO3 and brine, and evaporated to give a red solid, 9.0 g of crude product. Starting materials: BrCCCCC12C(NC=3C=CC=C(C13)CCC2)=O (2a-(4-bromobutyl)-2a,3,4,5-tetrahydrobenz[cd]-indole-2(1H)-one), BrBr (bromine). Solvent: ClCCCl (1,2-dichloroethane). Run at temperature -20 celsius, time 1 hour. Yields the product BrC1=C2C=3C(C(NC3C=C1)=O)(CCC2)CCCCBr (6-Bromo-2a-(4-bromobutyl)-2a,3,4,5-tetrahydrobenz[cd]indole-2(1H)-one). The yield is 86.1%. RXN SMILES: [Br:1][CH2:2][CH2:3][CH2:4][CH2:5][C:6]12[CH2:17][CH2:16][CH2:15][C:13]3[C:14]1=[C:9]([CH:10]=[CH:11][CH:12]=3)[NH:8][C:7]2=[O:18].[Br:19]Br>ClCCCl>[Br:19][C:12]1[CH:11]=[CH:10][C:9]2[NH:8][C:7](=[O:18])[C:6]3([CH2:5][CH2:4][CH2:3][CH2:2][Br:1])[CH2:17][CH2:16][CH2:15][C:13]=1[C:14]=23. Procedure: A 20 ml portion of 1,2-dichloroethane solution containing 0.50 g (1.62 mmol) of 2a-(4-bromobutyl)-2a,3,4,5-tetrahydrobenz[cd]-indole-2(1H)-one was cooled to −20° C. and mixed with 0.10 ml (1.94 mmol) of bromine. The reaction solution was stirred at −20° C. for 1 hour, extracted with chloroform and then washed with saturated sodium thiosulfate aqueous solution and saturated sodium bicarbonate aqueous solution in that order. After drying (Na2SO4), the solvent was evaporated under a reduced pressur...